This data is from the Open Reaction Database (ORD), a public repository of structured organic reaction records. The task is: describe an organic reaction: reactants, conditions, products, and yield Starting materials: OC1CCN(CC1)C(C(C)(C)N=[N+]=[N-])=O (2-Azido-2-methylpropionic acid 4-hydroxypiperidide), [H][H] (hydrogen), C(C(=O)[O-])(=O)[O-] (oxalate). The reagents and catalysts are [Ni] (Raney nickel). The solvent is CO (methanol). The product is C(C(=O)O)(=O)O.OC1CCN(CC1)C(C(C)(C)N)=O (2-Amino-2-methylpropionic acid 4-hydroxypiperidide oxalate). Isolated yield 74.0%. Reaction SMILES: [OH:1][CH:2]1[CH2:7][CH2:6][N:5]([C:8](=[O:15])[C:9]([N:12]=[N+]=[N-])([CH3:11])[CH3:10])[CH2:4][CH2:3]1.[H][H].[C:18]([O-:23])(=[O:22])[C:19]([O-:21])=[O:20]>[Ni].CO>[C:18]([OH:23])(=[O:22])[C:19]([OH:21])=[O:20].[OH:1][CH:2]1[CH2:3][CH2:4][N:5]([C:8](=[O:15])[C:9]([NH2:12])([CH3:10])[CH3:11])[CH2:6][CH2:7]1 |f:5.6|. Procedure details: 3.8 g. (I8 mmole) 2-Azido-2-methylpropionic acid 4-hydroxypiperidide are dissolved in 10 ml. methanol and hydrogenated over Raney nickel at ambient temperature and 1 bar hydrogen pressure. After filtering off with suction and evaporation of the filtrate, the residue is reacted in ethanol with oxalic acid. There are obtained 3.0 g. of the oxalate of the title compound; m.p. 197° C. Yield 74% of theory. Starting materials: C(CCCCCCC)OC1=CC=C(C=C1)C1=CC=C(CBr)C=C1 (4-(4-octyloxyphenyl)benzyl bromide), Cl (hydrochloric acid), CC(C)([O-])C.[K+] (potassium t-butoxide), C(#N)[C@]1([C@H](C1)CCCCCC)C1=CC=C(C=C1)O ((1R,2S)-1-cyano-2-hexyl-1-(4-hydroxyphenyl)cyclopropane). Solvent: CN(C)C=O (DMF), CN(C)C=O (DMF). Run at time 70 minute. Yields the product C(#N)[C@]1([C@H](C1)CCCCCC)C1=CC=C(C=C1)OCC1=CC=C(C=C1)C1=CC=C(C=C1)OCCCCCCCC ((1R,2S)-1-cyano-2-hexyl-1-[4-{4-(4-octyloxyphenyl)phenylmethoxy}phenyl]cyclopropane). Isolated yield 95.1%. RXN SMILES: [C:1]([C@:3]1([C:12]2[CH:17]=[CH:16][C:15]([OH:18])=[CH:14][CH:13]=2)[CH2:5][C@@H:4]1[CH2:6][CH2:7][CH2:8][CH2:9][CH2:10][CH3:11])#[N:2].CC(C)([O-])C.[K+].[CH2:25]([O:33][C:34]1[CH:39]=[CH:38][C:37]([C:40]2[CH:47]=[CH:46][C:43]([CH2:44]Br)=[CH:42][CH:41]=2)=[CH:36][CH:35]=1)[CH2:26][CH2:27][CH2:28][CH2:29][CH2:30][CH2:31][CH3:32].Cl>CN(C=O)C>[C:1]([C@:3]1([C:12]2[CH:13]=[CH:14][C:15]([O:18][CH2:44][C:43]3[CH:42]=[CH:41][C:40]([C:37]4[CH:38]=[CH:39][C:34]([O:33][CH2:25][CH2:26][CH2:27][CH2:28][CH2:29][CH2:30][CH2:31][CH3:32])=[CH:35][CH:36]=4)=[CH:47][CH:46]=3)=[CH:16][CH:17]=2)[CH2:5][C@@H:4]1[CH2:6][CH2:7][CH2:8][CH2:9][CH2:10][CH3:11])#[N:2] |f:1.2|. Procedure details: In 10 ml of DMF was dissolved 49 mg of (1R,2S)-1-cyano-2-hexyl-1-(4-hydroxyphenyl)cyclopropane as obtained in Example 11. Thereto was added 34 mg of potassium t-butoxide, and the resulting mixture was stirred at room temperature for 70 minutes. Thereto was added dropwise a solution of 98 mg of 4-(4-octyloxyphenyl)benzyl bromide in 3 ml of DMF, and this mixture was stirred for 6 hours. Thereafter, 20 ml of 5% hydrochloric acid was added to the reaction mixture, and the resulting mixture was subje... Reactants: IC1=CN(C2=C1C=NC=C2)C(C)C (3-iodo-1-isopropyl-1H-pyrrolo[3,2-c]pyridine), [Li]CCCC (nBuLi), COC1=NC=C(C=C1N(C(=O)OC(C)(C)C)C(=O)OC(C)(C)C)C(N(C)OC)=O (di-tert-butyl {2-methoxy-5-[methoxy(methyl)carbamoyl]pyridin-3-yl}imidodicarbonate). The solvent is CCOCC (ether), CCOCC (ether). Conditions: time 30 minute. Yields the product C(C)(C)N1C=C(C=2C=NC=CC21)C(=O)C=2C=C(C(=NC2)OC)N(C(=O)OC(C)(C)C)C(=O)OC(C)(C)C (di-tert-butyl {5-[(1-isopropyl-1H-pyrrolo[3,2-c]pyridin-3-yl)carbonyl]-2-methoxypyridin-3-yl}imidodicarbonate). RXN SMILES: I[C:2]1[C:6]2[CH:7]=[N:8][CH:9]=[CH:10][C:5]=2[N:4]([CH:11]([CH3:13])[CH3:12])[CH:3]=1.[Li]CCCC.[CH3:19][O:20][C:21]1[C:26]([N:27]([C:35]([O:37][C:38]([CH3:41])([CH3:40])[CH3:39])=[O:36])[C:28]([O:30][C:31]([CH3:34])([CH3:33])[CH3:32])=[O:29])=[CH:25][C:24]([C:42](=[O:47])N(OC)C)=[CH:23][N:22]=1>CCOCC>[CH:11]([N:4]1[C:5]2[CH:10]=[CH:9][N:8]=[CH:7][C:6]=2[C:2]([C:42]([C:24]2[CH:25]=[C:26]([N:27]([C:35]([O:37][C:38]([CH3:41])([CH3:40])[CH3:39])=[O:36])[C:28]([O:30][C:31]([CH3:32])([CH3:33])[CH3:34])=[O:29])[C:21]([O:20][CH3:19])=[N:22][CH:23]=2)=[O:47])=[CH:3]1)([CH3:13])[CH3:12]. Procedure details: To a solution of 3-iodo-1-isopropyl-1H-pyrrolo[3,2-c]pyridine (Preparation 45, 250 mg, 0.875 mmol) in ether (5 mL) at −78° C. was added nBuLi (2.3M in hexane, 0.38 mL, 0.875 mmol) and the reaction stirred at this temperature for 30 minutes. A solution of di-tert-butyl {2-methoxy-5-[methoxy(methyl)carbamoyl]pyridin-3-yl}imidodicarbonate (Preparation 69, 300 mg, 0.729 mmol) in ether (2 mL) was added and the reaction continued to stir at this temperature for another 30 minutes. The reaction was war... Run in C(C)N(CC)CC (triethylamine). Starting materials: Cl.Cl.NCCNC(=O)C1=CC2=C(N(C(=N2)NC=2SC3=C(N2)C=CC(=C3)OC(F)(F)F)C)C=C1 (1-methyl-2-(6-trifluoromethoxy-benzothiazol-2-ylamino)-1H-benzoimidazole-5-carboxylic acid (2-amino-ethyl)-amide dihydrochloride), CS(=O)(=O)Cl (methanesulfonyl chloride). Procedure: 1-Methyl-2-(6-trifluoromethoxy-benzothiazol-2-ylamino)-1H-benzoimidazole-5-carboxylic acid (2-methanesulfonylamino-ethyl)-amide (57 mg) was prepared by following General Procedure Q starting from 1-methyl-2-(6-trifluoromethoxy-benzothiazol-2-ylamino)-1H-benzoimidazole-5-carboxylic acid (2-amino-ethyl)-amide dihydrochloride (75 mg), methanesulfonyl chloride (16 mg), and triethylamine (62 uL). LC/MS: m/z 529.6. RXN SMILES: Cl.Cl.[NH2:3][CH2:4][CH2:5][NH:6][C:7]([C:9]1[CH:33]=[CH:32][C:12]2[N:13]([CH3:31])[C:14]([NH:16][C:17]3[S:18][C:19]4[CH:25]=[C:24]([O:26][C:27]([F:30])([F:29])[F:28])[CH:23]=[CH:22][C:20]=4[N:21]=3)=[N:15][C:11]=2[CH:10]=1)=[O:8].[CH3:34][S:35](Cl)(=[O:37])=[O:36]>C(N(CC)CC)C>[CH3:34][S:35]([NH:3][CH2:4][CH2:5][NH:6][C:7]([C:9]1[CH:33]=[CH:32][C:12]2[N:13]([CH3:31])[C:14]([NH:16][C:17]3[S:18][C:19]4[CH:25]=[C:24]([O:26][C:27]([F:28])([F:29])[F:30])[CH:23]=[CH:22][C:20]=4[N:21]=3)=[N:15][C:11]=2[CH:10]=1)=[O:8])(=[O:37])=[O:36] |f:0.1.2|. The product is CS(=O)(=O)NCCNC(=O)C1=CC2=C(N(C(=N2)NC=2SC3=C(N2)C=CC(=C3)OC(F)(F)F)C)C=C1 (1-Methyl-2-(6-trifluoromethoxy-benzothiazol-2-ylamino)-1H-benzoimidazole-5-carboxylic acid (2-methanesulfonylamino-ethyl)-amide). Yield: 77.2%. Starting materials: [Al+3], COC(=O)c1c(C)ccc(Br)c1C, Cl, [H-], [H-], [H-], [H-], [Li+], C1CCOC1, O. The product is Cc1ccc(Br)c(C)c1CO. Reaction SMILES: [Al+3:2].[Br:7][c:8]1[c:9]([CH3:19])[c:10]([C:11](=[O:12])[O:13][CH3:14])[c:15]([CH3:18])[cH:16][cH:17]1.[ClH:20].[H-:1].[H-:4].[H-:5].[H-:6].[Li+:3].[O:21]1[CH2:22][CH2:23][CH2:24][CH2:25]1.[OH2:26]>>[Br:7][c:8]1[c:9]([CH3:19])[c:10]([CH2:11][OH:12])[c:15]([CH3:18])[cH:16][cH:17]1. The reactants are CC1=CC=C(C(=O)OC)C=C1 (methyl 4-methylbenzoate), C(C1=CC=CC=C1)(=O)OOC(C1=CC=CC=C1)=O (benzoyl peroxide), C1CC(=O)N(C1=O)Br (NBS), C(C1=CC=CC=C1)(=O)OOC(C1=CC=CC=C1)=O (benzoyl peroxide), P(OCC)(OCC)OCC (Triethyl phosphite). Run in ClCCCl (1,2-dichloroethane), CCOCC (Et2O). Run at time 3 hour. Yields the product C(C)OP(=O)(OCC)CC1=CC=C(C(=O)OC)C=C1 (Methyl 4-((diethoxyphosphoryl)methyl)benzoate). Isolated yield 59.9%. Reaction SMILES: [CH3:1][C:2]1[CH:11]=[CH:10][C:5]([C:6]([O:8][CH3:9])=[O:7])=[CH:4][CH:3]=1.C(OOC(=O)C1C=CC=CC=1)(=O)C1C=CC=CC=1.C1C(=O)N(Br)C(=O)C1.[P:38]([O:45]CC)([O:42][CH2:43][CH3:44])[O:39][CH2:40][CH3:41]>CCOCC.ClCCCl>[CH2:40]([O:39][P:38]([CH2:1][C:2]1[CH:11]=[CH:10][C:5]([C:6]([O:8][CH3:9])=[O:7])=[CH:4][CH:3]=1)([O:42][CH2:43][CH3:44])=[O:45])[CH3:41]. Reported procedure: To a solution of methyl 4-methylbenzoate (2.01 g, 13.3 mmol) and 1,2-dichloroethane (100 mL) was added benzoyl peroxide (catalytic amount) and NBS (2.84 g, 16.0 mmol). The resulting mixture was heated to reflux while being stirred under nitrogen. After three hours, another catalytic amount of benzoyl peroxide was added and the mixture was refluxed for an additional three hours. The reaction mixture was allowed to cool to RT, followed by the addition of Et2O (20 mL) and filtration of a solid whic... The reactants are O (Water), Cl.ClCN1N=C2C(=C1)CCC2(C)C (2-(chloromethyl)-6,6-dimethyl-2,4,5,6-tetrahydrocyclopenta[c]pyrazole hydrochloride), FC(CCC(C#N)C#N)(F)F ((3,3,3-trifluoropropyl) malononitrile), C([O-])([O-])=O.[K+].[K+] (potassium carbonate). The solvent is CN(C=O)C (N,N-dimethylformamide). Product: CC1(CCC=2C1=NN(C2)CC(C#N)(C#N)CCC(F)(F)F)C ([(6,6-dimethyl-5,6-dihydro-cyclopenta[c]pyrazole-2(4H)-yl)methyl](3,3,3-trifluoropropyl) malononitrile). Yield: 33.2%. Reaction SMILES: Cl.Cl[CH2:3][N:4]1[CH:8]=[C:7]2[CH2:9][CH2:10][C:11]([CH3:13])([CH3:12])[C:6]2=[N:5]1.[F:14][C:15]([F:24])([F:23])[CH2:16][CH2:17][CH:18]([C:21]#[N:22])[C:19]#[N:20].C(=O)([O-])[O-].[K+].[K+].O>CN(C)C=O>[CH3:12][C:11]1([CH3:13])[C:6]2=[N:5][N:4]([CH2:3][C:18]([CH2:17][CH2:16][C:15]([F:14])([F:23])[F:24])([C:19]#[N:20])[C:21]#[N:22])[CH:8]=[C:7]2[CH2:9][CH2:10]1 |f:0.1,3.4.5|. Reported procedure: 0.58 g of 2-(chloromethyl)-6,6-dimethyl-2,4,5,6-tetrahydrocyclopenta[c]pyrazole hydrochloride and 0.43 g of (3,3,3-trifluoropropyl) malononitrile were dissolved in 8 ml of N,N-dimethylformamide. 0.73 g of potassium carbonate was added to the solution under ice cooling with stirring, followed by stirring at room temperature for overnight. Water was added to the reaction mixture, and then extracted with MTBE. The organic layer was washed with water, dried over anhydrous magnesium sulfate, filtered... Starting materials: [N+](=O)([O-])C1=CC=C(C(=O)Cl)C=C1 (p-Nitrobenzoyl chloride), C(COCCOCCOCCO)O (tetraethylene glycol). Run in O1CCCC1 (tetrahydrofuran). Conditions: temperature 60 celsius, time 8 hour. Yields the product [N+](=O)([O-])C1=CC=C(C(=O)C(COCCOCCOCCO)(C(C2=CC=C(C=C2)[N+](=O)[O-])=O)O)C=C1 (bis-(4-nitrobenzoyl)-tetraethylene glycol). Yield: 82.4%. Reaction SMILES: [N+:1]([C:4]1[CH:12]=[CH:11][C:7]([C:8](Cl)=[O:9])=[CH:6][CH:5]=1)([O-:3])=[O:2].[CH2:13]([OH:25])[CH2:14][O:15][CH2:16][CH2:17][O:18][CH2:19][CH2:20][O:21][CH2:22][CH2:23][OH:24]>O1CCCC1>[N+:1]([C:4]1[CH:12]=[CH:11][C:7]([C:8]([C:23]([OH:24])([C:8](=[O:9])[C:7]2[CH:6]=[CH:5][C:4]([N+:1]([O-:3])=[O:2])=[CH:12][CH:11]=2)[CH2:22][O:21][CH2:20][CH2:19][O:18][CH2:17][CH2:16][O:15][CH2:14][CH2:13][OH:25])=[O:9])=[CH:6][CH:5]=1)([O-:3])=[O:2]. Procedure: p-Nitrobenzoyl chloride (390 g. 2.1 mole) and tetraethylene glycol (194 g, 1.0 mole) were dissolved in dry tetrahydrofuran (1 l) and the mixture evaporated under reduced pressure. The resulting thick oil was stirred under high vacuum (0.5 mm) overnight, during which time the mixture solidified. The mixture was slowly heated to 60° C. and maintained at this temperature for 5 hours. On cooling, the product was dissovled in ethyl acetate (2 l), saturated aqueous sodium bicarbonate (2 l) added and t...